This data is from the Open Reaction Database (ORD), a public repository of structured organic reaction records. The task is: describe an organic reaction: reactants, conditions, products, and yield The reactants are CC(=O)OCC1OC(OC(C)=O)C(OC(=O)c2ccccc2)C(OC(=O)c2ccccc2)C1Cl, CC(=O)O, NN, CN(C)C=O. Yields the product CC(=O)OCC1OC(O)C(OC(=O)c2ccccc2)C(OC(=O)c2ccccc2)C1Cl. Reaction SMILES: [C:1]([CH3:2])(=[O:3])[O:4][CH2:5][CH:6]1[CH:7]([Cl:34])[CH:8]([O:25][C:26]([c:27]2[cH:28][cH:29][cH:30][cH:31][cH:32]2)=[O:33])[CH:9]([O:16][C:17]([c:18]2[cH:19][cH:20][cH:21][cH:22][cH:23]2)=[O:24])[CH:10]([O:11][C:12](=[O:13])[CH3:14])[O:15]1.[C:35]([OH:36])(=[O:37])[CH3:38].[NH2:39][NH2:40].[O:41]=[CH:42][N:43]([CH3:44])[CH3:45]>>[C:1]([CH3:2])(=[O:3])[O:4][CH2:5][CH:6]1[CH:7]([Cl:34])[CH:8]([O:25][C:26]([c:27]2[cH:28][cH:29][cH:30][cH:31][cH:32]2)=[O:33])[CH:9]([O:16][C:17]([c:18]2[cH:19][cH:20][cH:21][cH:22][cH:23]2)=[O:24])[CH:10]([OH:11])[O:15]1. Starting materials: CCOC(=O)C(=Cc1ccc(-n2cnc(C)c2)c(OC)c1)CCCNC1c2ccccc2CC1O, CCO, CCOC(C)=O, [Na+], [OH-], O. Yields the product COc1cc(C=C2CCCN(C3c4ccccc4CC3O)C2=O)ccc1-n1cnc(C)c1. RXN SMILES: [CH2:4]([O:6][C:7](=[O:5])[C:8]([CH2:9][CH2:10][CH2:11][NH:12][CH:13]1[CH:14]([OH:22])[CH2:15][c:16]2[cH:17][cH:18][cH:19][cH:20][c:21]21)=[CH:23][c:24]1[cH:25][c:26]([O:36][CH3:37])[c:27](-[n:30]2[cH:31][n:32][c:33]([CH3:35])[cH:34]2)[cH:28][cH:29]1)[CH3:38].[CH3:1][CH2:2][OH:3].[CH3:42][CH2:43][O:44][C:45](=[O:46])[CH3:47].[Na+:40].[OH-:39].[OH2:41]>>[O:6]=[C:7]1[C:8](=[CH:23][c:24]2[cH:25][c:26]([O:36][CH3:37])[c:27](-[n:30]3[cH:31][n:32][c:33]([CH3:35])[cH:34]3)[cH:28][cH:29]2)[CH2:9][CH2:10][CH2:11][N:12]1[CH:13]1[CH:14]([OH:22])[CH2:15][c:16]2[cH:17][cH:18][cH:19][cH:20][c:21]21.